This data is from the Open Reaction Database (ORD), a public repository of structured organic reaction records. The task is: describe an organic reaction: reactants, conditions, products, and yield Reactants: C(=O)([O-])[O-].[Cs+].[Cs+] (Cs2CO3), C(C)(C)(C)OC(CCN1CC(OCC1)C1=CC=C(C=C1)O)=O (3-[2-(4-Hydroxy-phenyl)-morpholin-4-yl]-propionic acid tert-butyl ester), BrC1=CC=CC=C1 (bromobenzene). Conditions: temperature 140 celsius. Yields the product C(C)(C)(C)OC(CCN1CC(OCC1)C1=CC=C(C=C1)OC1=CC=CC=C1)=O (3-[2-(4-phenoxy-phenyl)-morpholin-4-yl]-propionic acid tert-butyl ester). The yield is 116.2%. RXN SMILES: C([O-])([O-])=O.[Cs+].[Cs+].[C:7]([O:11][C:12](=[O:28])[CH2:13][CH2:14][N:15]1[CH2:20][CH2:19][O:18][CH:17]([C:21]2[CH:26]=[CH:25][C:24]([OH:27])=[CH:23][CH:22]=2)[CH2:16]1)([CH3:10])([CH3:9])[CH3:8].Br[C:30]1[CH:35]=[CH:34][CH:33]=[CH:32][CH:31]=1>>[C:7]([O:11][C:12](=[O:28])[CH2:13][CH2:14][N:15]1[CH2:20][CH2:19][O:18][CH:17]([C:21]2[CH:22]=[CH:23][C:24]([O:27][C:30]3[CH:35]=[CH:34][CH:33]=[CH:32][CH:31]=3)=[CH:25][CH:26]=2)[CH2:16]1)([CH3:10])([CH3:8])[CH3:9] |f:0.1.2|. Reported procedure: To a mixture of Cs2CO3 (70 mg; 0.21 mmol), 3-[2-(4-Hydroxy-phenyl)-morpholin-4-yl]-propionic acid tert-butyl ester (33.8 mg, 0.11 mmol) and bromobenzene (12.6 μL, 0.12 mmol) was added 0.5 mL of a freshly prepared catalyst stock solution (see below) in a 2-5 mL Biotage® microwave vial. The vial was briefly flushed with N2 and sealed to maintain a semi-inert atmosphere. The resulting mixture was heated for 22 h, at 140° C. After cooling to room temperature, water (5 mL) was added and the mixture w...